From a dataset of the Open Reaction Database (ORD), a public repository of structured organic reaction records. describe an organic reaction: reactants, conditions, products, and yield The reactants are NC1=C2C(=NC=N1)N(N=C2C2=CC(=C(C=C2)NC=2OC1=C(N2)C=CC=C1)F)[C@@H]1CC[C@@H](CC1)N1CCN(CC1)C (cis-N2-(4-{4-amino-1-[4-(4-methylpiperazino)cyclohexyl]-1H-pyrazolo[3,4-d]pyrimidin-3-yl}-2-fluorophenyl)-1,3-benzoxazol-2-amine), IC1=NN(C2=NC=NC(=C21)N)C2CN(CC2)CCOC (rac-3-iodo-1-[1-(2-methoxyethyl)tetrahydro-1H-3-pyrrolyl]-1H-pyrazolo[3,4-d]pyrimidin-4-amine), CC1(OB(OC1(C)C)C1=CC=C(C=C1)NC=1OC2=C(N1)C=CC=C2C(C)C)C (N2-[4-(4,4,5,5-tetramethyl-1,3,2-dioxaborolan-2-yl)phenyl]-7-isopropyl-1,3-benzoxazol-2-amine). The product is NC1=C2C(=NC=N1)N(N=C2C2=CC=C(C=C2)NC=2OC1=C(N2)C=CC=C1C(C)C)C1CN(CC1)CCOC (rac-N2-(4-{4-Amino-1-[1-(2-methoxyethyl)tetrahydro-1H-3-pyrrolyl]-1H-pyrazolo[3,4-d]pyrimidin-3-yl}phenyl)-7-isopropyl-1,3-benzoxazol-2-amine), solid. Yield: 25.0%. Reaction SMILES: I[C:2]1[C:10]2[C:5](=[N:6][CH:7]=[N:8][C:9]=2[NH2:11])[N:4]([CH:12]2[CH2:16][CH2:15][N:14]([CH2:17][CH2:18][O:19][CH3:20])[CH2:13]2)[N:3]=1.CC1(C)C(C)(C)OB([C:29]2[CH:34]=[CH:33][C:32]([NH:35][C:36]3[O:37][C:38]4[C:44]([CH:45]([CH3:47])[CH3:46])=[CH:43][CH:42]=[CH:41][C:39]=4[N:40]=3)=[CH:31][CH:30]=2)O1.NC1N=CN=C2N([C@H]3CC[C@@H](N4CCN(C)CC4)CC3)N=C(C3C=CC(NC4OC5C=CC=CC=5N=4)=C(F)C=3)C=12>>[NH2:11][C:9]1[N:8]=[CH:7][N:6]=[C:5]2[N:4]([CH:12]3[CH2:16][CH2:15][N:14]([CH2:17][CH2:18][O:19][CH3:20])[CH2:13]3)[N:3]=[C:2]([C:29]3[CH:34]=[CH:33][C:32]([NH:35][C:36]4[O:37][C:38]5[C:44]([CH:45]([CH3:47])[CH3:46])=[CH:43][CH:42]=[CH:41][C:39]=5[N:40]=4)=[CH:31][CH:30]=3)[C:10]=12. Procedure: rac-N2-(4-{4-Amino-1-[1-(2-methoxyethyl)tetrahydro-1H-3-pyrrolyl]-1H-pyrazolo[3,4-d]pyrimidin-3-yl}phenyl)-7-isopropyl-1,3-benzoxazol-2-amine was prepared from rac-3-iodo-1-[1-(2-methoxyethyl)tetrahydro-1H-3-pyrrolyl]-1H-pyrazolo[3,4-d]pyrimidin-4-amine (0.200 g, 0.515 mmol) and N2-[4-(4,4,5,5-tetramethyl-1,3,2-dioxaborolan-2-yl)phenyl]-7-isopropyl-1,3-benzoxazol-2-amine (0.244 g, 0.644 mmol) in a manner similar to that used for the preparation of cis-N2-(4-{4-amino-1-[4-(4-methylpiperazino)cycl... The reactants are CN1C=C(C=CC1=O)C(CC(C1=C(C=CC=C1)C)C1=CC=C(C(=O)N2CCC(CC2)CC(=O)O)C=C1)=O ((1-{4-[3-(1-methyl-6-oxo-1,6-dihydro-pyridin-3-yl)-3-oxo-1-o-tolyl-propyl]-benzoyl}-piperidin-4-yl)-acetic acid), Cl.NO (hydroxylamine hydrochloride), C(=O)(O)[O-].[Na+] (NaHCO3). The product is O\N=C(/CC(C1=C(C=CC=C1)C)C1=CC=C(C(=O)N2CCC(CC2)CC(=O)O)C=C1)\C1=CN(C(C=C1)=O)C ((1-{4-[3-[(E)-Hydroxyimino]-3-(1-methyl-6-oxo-1,6-dihydro-pyridin-3-yl)-1-o-tolyl-propyl]-benzoyl}-piperidin-4-yl)-acetic acid). Reaction SMILES: [CH3:1][N:2]1[C:7](=[O:8])[CH:6]=[CH:5][C:4]([C:9](=O)[CH2:10][CH:11]([C:19]2[CH:36]=[CH:35][C:22]([C:23]([N:25]3[CH2:30][CH2:29][CH:28]([CH2:31][C:32]([OH:34])=[O:33])[CH2:27][CH2:26]3)=[O:24])=[CH:21][CH:20]=2)[C:12]2[CH:17]=[CH:16][CH:15]=[CH:14][C:13]=2[CH3:18])=[CH:3]1.Cl.[NH2:39][OH:40].C([O-])(O)=O.[Na+]>>[OH:40]/[N:39]=[C:9](/[C:4]1[CH:5]=[CH:6][C:7](=[O:8])[N:2]([CH3:1])[CH:3]=1)\[CH2:10][CH:11]([C:19]1[CH:20]=[CH:21][C:22]([C:23]([N:25]2[CH2:30][CH2:29][CH:28]([CH2:31][C:32]([OH:34])=[O:33])[CH2:27][CH2:26]2)=[O:24])=[CH:35][CH:36]=1)[C:12]1[CH:17]=[CH:16][CH:15]=[CH:14][C:13]=1[CH3:18] |f:1.2,3.4|. Procedure: In analogy to example 151, step 3, (1-{4-[3-(1-methyl-6-oxo-1,6-dihydro-pyridin-3-yl)-3-oxo-1-o-tolyl-propyl]-benzoyl}-piperidin-4-yl)-acetic acid was reacted with hydroxylamine hydrochloride in the presence of NaHCO3 to give the title compound containing less than 10% of the corresponding Z isomer as a colorless solid, MS (ESI−): m/z=514.4 [M−H]−. Reactants: CCOC(=O)c1cc2c(C(F)(F)F)ccc(OCc3ccccc3)c2[nH]1, CI, CN(C)C=O, [H-], [Na+]. Product: CCOC(=O)c1cc2c(C(F)(F)F)ccc(OCc3ccccc3)c2n1C. Reaction SMILES: [CH2:1]([c:2]1[cH:3][cH:4][cH:5][cH:6][cH:7]1)[O:8][c:9]1[cH:10][cH:11][c:12]([C:23]([F:24])([F:25])[F:26])[c:13]2[cH:14][c:15]([C:18](=[O:19])[O:20][CH2:21][CH3:22])[nH:16][c:17]12.[CH3:29][I:30].[CH3:31][N:32]([CH3:33])[CH:34]=[O:35].[H-:27].[Na+:28]>>[CH2:1]([c:2]1[cH:3][cH:4][cH:5][cH:6][cH:7]1)[O:8][c:9]1[cH:10][cH:11][c:12]([C:23]([F:24])([F:25])[F:26])[c:13]2[cH:14][c:15]([C:18](=[O:19])[O:20][CH2:21][CH3:22])[n:16]([CH3:29])[c:17]12. The reactants are [N+](=O)([O-])C1=CC(=C(C=C1)SCl)C(Cl)(Cl)Cl (4-nitro-2-trichloromethylbenzenesulfenyl chloride), C(CS)(=O)O (thioglycolic acid). Product: C(=O)(O)CSSC1=C(C=C(C=C1)[N+](=O)[O-])C(Cl)(Cl)Cl (carboxymethyldithio-4-nitro-2-trichloromethylbenzene). Yield: 85.6%. RXN SMILES: [N+:1]([C:4]1[CH:9]=[CH:8][C:7]([S:10]Cl)=[C:6]([C:12]([Cl:15])([Cl:14])[Cl:13])[CH:5]=1)([O-:3])=[O:2].[C:16]([OH:20])(=[O:19])[CH2:17][SH:18]>>[C:16]([CH2:17][S:18][S:10][C:7]1[CH:8]=[CH:9][C:4]([N+:1]([O-:3])=[O:2])=[CH:5][C:6]=1[C:12]([Cl:15])([Cl:14])[Cl:13])([OH:20])=[O:19]. Procedure: As in Example 1, 61.4 g of 4-nitro-2-trichloromethylbenzenesulfenyl chloride is reacted with 18.4 g of thioglycolic acid. After the solvent has been distilled off and the residue recrystallized from toluene, there is obtained 62 g of carboxymethyldithio-4-nitro-2-trichloromethylbenzene; m.p.: 140° C. Starting materials: C(C)(C)(C)OC(=O)NCC1=NC=C(C2=CC(=CC(=C12)OC)OC)C(=O)O (1-(tert-butoxycarbonylamino-methyl)-6,8-dimethoxy-isoquinoline-4-carboxylic acid), COC1=CC=C(CN)C=C1 (4-methoxy-benzylamine). The product is C(C)(C)(C)OC(NCC1=NC=C(C2=CC(=CC(=C12)OC)OC)C(NCC1=CC=C(C=C1)OC)=O)=O ([6,8-dimethoxy-4-(4-methoxy-benzylcarbamoyl)-isoquinolin-1-ylmethyl]-carbamic acid tert-butyl ester). As a reaction SMILES: [C:1]([O:5][C:6]([NH:8][CH2:9][C:10]1[C:19]2[C:14](=[CH:15][C:16]([O:22][CH3:23])=[CH:17][C:18]=2[O:20][CH3:21])[C:13]([C:24](O)=[O:25])=[CH:12][N:11]=1)=[O:7])([CH3:4])([CH3:3])[CH3:2].[CH3:27][O:28][C:29]1[CH:36]=[CH:35][C:32]([CH2:33][NH2:34])=[CH:31][CH:30]=1>>[C:1]([O:5][C:6](=[O:7])[NH:8][CH2:9][C:10]1[C:19]2[C:14](=[CH:15][C:16]([O:22][CH3:23])=[CH:17][C:18]=2[O:20][CH3:21])[C:13]([C:24](=[O:25])[NH:34][CH2:33][C:32]2[CH:35]=[CH:36][C:29]([O:28][CH3:27])=[CH:30][CH:31]=2)=[CH:12][N:11]=1)([CH3:3])([CH3:2])[CH3:4]. Procedure: As described in example 1E, 50 mg of 1-(tert-butoxycarbonylamino-methyl)-6,8-dimethoxy-isoquinoline-4-carboxylic acid was coupled with 4-methoxy-benzylamine to give 48 mg of [6,8-dimethoxy-4-(4-methoxy-benzylcarbamoyl)-isoquinolin-1-ylmethyl]-carbamic acid tert-butyl ester. H1-NMR (CDCl3): δ, 8.43 (s, 1H), 7.35 (d, J=8.6 Hz, 2H), 6.91 (d, J=8.6 Hz, 2H), 6.87 (s, 1H), 6.68 (br s, 1H), 6.56 (s, 1H), 6.36 (br s, 1H), 5.00 (d, J=3.5 Hz, 2H), 4.66 (d, J=5.9 Hz, 2H), 3.95 (s, 3H), 3.88 (s, 3H), 3.82 (...